From a dataset of the Open Reaction Database (ORD), a public repository of structured organic reaction records. describe an organic reaction: reactants, conditions, products, and yield Starting materials: Cl.Cl.Cl.C1(CC1)C1=CC=2N(C(=N1)C=1C=NN(C1)C1(CNC1)CC#N)C=CN2 (2-(3-(4-(7-cyclopropylimidazo[1,2-c]pyrimidin-5-yl)-1H-pyrazol-1-yl)azetidin-3-yl)acetonitrile trihydrochloride), C(C)#N (acetonitrile), FC(S(=O)(=O)OCC(F)(F)F)(F)F (2,2,2-trifluoroethyl trifluoromethanesulfonate), TEA. Run in O (Water). Conditions: time 15 hour. Yields the product C1(CC1)C1=CC=2N(C(=N1)C=1C=NN(C1)C1(CN(C1)CC(F)(F)F)CC#N)C=CN2 (2-(3-(4-(7-cyclopropylimidazo[1,2-c]pyrimidin-5-yl)-1H-pyrazol-1-yl)-1-(2,2,2-trifluoroethyl)azetidin-3-yl)acetonitrile). The yield is 59.9%. RXN SMILES: Cl.Cl.Cl.[CH:4]1([C:7]2[N:12]=[C:11]([C:13]3[CH:14]=[N:15][N:16]([C:18]4([CH2:22][C:23]#[N:24])[CH2:21][NH:20][CH2:19]4)[CH:17]=3)[N:10]3[CH:25]=[CH:26][N:27]=[C:9]3[CH:8]=2)[CH2:6][CH2:5]1.C(#N)C.FC(F)(F)S(O[CH2:37][C:38]([F:41])([F:40])[F:39])(=O)=O>O>[CH:4]1([C:7]2[N:12]=[C:11]([C:13]3[CH:14]=[N:15][N:16]([C:18]4([CH2:22][C:23]#[N:24])[CH2:21][N:20]([CH2:37][C:38]([F:41])([F:40])[F:39])[CH2:19]4)[CH:17]=3)[N:10]3[CH:25]=[CH:26][N:27]=[C:9]3[CH:8]=2)[CH2:6][CH2:5]1 |f:0.1.2.3|. Procedure details: To a mixture of 2-(3-(4-(7-cyclopropylimidazo[1,2-c]pyrimidin-5-yl)-1H-pyrazol-1-yl)azetidin-3-yl)acetonitrile trihydrochloride (100 mg; 0.233 mmol) and acetonitrile (2 mL) was added 2,2,2-trifluoroethyl trifluoromethanesulfonate (108 mg; 0.466 mmol) and TEA (118 mg; 1.17 mmol). The mixture was stirred in a sealed vial for 15 hours. Water (40 mL) was added and the mixture was extracted into methylene chloride (3×30 mL). The combined extracts were dried (sodium sulfate and magnesium sulfate), fil... The reactants are ClC1=NC(=NC(=C1)Cl)C1=CC=CC=C1 (4,6-dichloro-2-phenylpyrimidine), ClC1=NC(=NC(=C1)Cl)SC1=CC=C(C=C1)C (4,6-dichloro-2-(p-methylphenylthio)pyrimidine), C(C)C(CO)CCCC (2-ethylhexanol). Solvent: CC(CCO)C (3-methylbutanol). Yields the product ClC1=NC(=NC(=C1)OCC(CCCC)CC)SC1=CC=C(C=C1)C (4-chloro-2-(p-methylphenylthio)-6-(2-ethylhexyloxy)pyrimidine). The yield is 85.0%. As a reaction SMILES: ClC1C=C(Cl)N=C(C2C=CC=CC=2)N=1.Cl[C:16]1[CH:21]=[C:20]([Cl:22])[N:19]=[C:18]([S:23][C:24]2[CH:29]=[CH:28][C:27]([CH3:30])=[CH:26][CH:25]=2)[N:17]=1.[CH2:31]([CH:33]([CH2:36][CH2:37][CH2:38][CH3:39])[CH2:34][OH:35])[CH3:32]>CC(C)CCO>[Cl:22][C:20]1[CH:21]=[C:16]([O:35][CH2:34][CH:33]([CH2:31][CH3:32])[CH2:36][CH2:37][CH2:38][CH3:39])[N:17]=[C:18]([S:23][C:24]2[CH:29]=[CH:28][C:27]([CH3:30])=[CH:26][CH:25]=2)[N:19]=1. Procedure: The preparation is carried out analogously to the method described in Example 3, with 4,6-dichloro-2-phenylpyrimidine being replaced by 4,6-dichloro-2-(p-methylphenylthio)pyrimidine and 3-methylbutanol by 2-ethylhexanol. The title compound is obtained as a resin in a yield of 85% of theory. Starting materials: C(C)O\C=C\1/C(C2=CC=C(C=C2OC12CCN(CC2)C(=O)OC(C)(C)C)F)=O (tert-butyl (3Z)-3-(ethoxymethylene)-7-fluoro-4-oxo-spiro[chromane-2,4′-piperidine]-1′-carboxylate), Cl (hydrochloric acid), Cl (hydrochloric acid), O1CCOCC1 (dioxane), NN(C(OC(C)(C)C)=O)C (tert-butyl N-amino-N-methyl-carbamate). Run at temperature 25 celsius, time 2 hour. The product is Cl.Cl.FC=1C=CC2=C(C1)OC1(CCNCC1)C1=C2N(N=C1)C (7-fluoro-1-methyl-spiro[chromeno[4,3-c]pyrazole-4,4′-piperidine]dihydrochloride). Yield: 68.5%. Reaction SMILES: C(O/[CH:4]=[C:5]1\[C:6](=O)[C:7]2[C:12]([O:13][C:14]3\1[CH2:19][CH2:18][N:17](C(OC(C)(C)C)=O)[CH2:16][CH2:15]3)=[CH:11][C:10]([F:27])=[CH:9][CH:8]=2)C.[ClH:29].[NH2:30][N:31](C)[C:32](=O)OC(C)(C)C.O1CCOCC1>>[ClH:29].[ClH:29].[F:27][C:10]1[CH:9]=[CH:8][C:7]2[C:6]3[N:31]([CH3:32])[N:30]=[CH:4][C:5]=3[C:14]3([CH2:19][CH2:18][NH:17][CH2:16][CH2:15]3)[O:13][C:12]=2[CH:11]=1 |f:4.5.6|. Procedure details: To tert-butyl (3Z)-3-(ethoxymethylene)-7-fluoro-4-oxo-spiro[chromane-2,4′-piperidine]-1′-carboxylate (2.6 g, 5.9 mmol) was added hydrochloric acid (22.3 mL, 89.1 mmol) (4 M in dioxane). The reaction mixture was allowed to stir at 25° C. for 2 hours. Solvent was removed under vacuum, and the obtained solid was dissolved in EtOH (3×25 mL) and the solvent was evaporated to dryness. The resulting beige-white solid was fully dissolved in ethanol (21 mL) at 25° C. prior to the addition of tert-butyl N... Reactants: COC(=O)c1nc2nc(C)c(C)c(Cl)n2n1, Cl, [Na+], O, [SH-]. Yields the product COC(=O)c1nc2nc(C)c(C)c(S)n2n1. As a reaction SMILES: [Cl:1][c:2]1[c:3]([CH3:16])[c:4]([CH3:15])[n:5][c:6]2[n:7]1[n:8][c:9]([C:11](=[O:12])[O:13][CH3:14])[n:10]2.[ClH:19].[Na+:18].[OH2:20].[SH-:17]>>[c:2]1([SH:17])[c:3]([CH3:16])[c:4]([CH3:15])[n:5][c:6]2[n:7]1[n:8][c:9]([C:11](=[O:12])[O:13][CH3:14])[n:10]2. The product is CC(C)(C)OC(=O)N1CCCC1C(=O)Nc1ccc(Br)cc1. As a reaction SMILES: [Br:28][c:29]1[cH:30][cH:31][c:32]([NH2:33])[cH:34][cH:35]1.[C:1]([CH3:2])([CH3:3])([CH3:4])[O:5][C:6](=[O:7])[N:8]1[CH:9]([C:13](=[O:14])[OH:15])[CH2:10][CH2:11][CH2:12]1.[CH3:36][CH2:37][O:38][CH2:39][CH3:40].[Cl:22][C:23]([C:24]([Cl:25])=[O:26])=[O:27].[Cl:41][CH2:42][Cl:43].[cH:16]1[cH:17][cH:18][n:19][cH:20][cH:21]1>>[C:1]([CH3:2])([CH3:3])([CH3:4])[O:5][C:6](=[O:7])[N:8]1[CH:9]([C:13](=[O:15])[NH:33][c:32]2[cH:31][cH:30][c:29]([Br:28])[cH:35][cH:34]2)[CH2:10][CH2:11][CH2:12]1. Starting materials: Nc1ccc(Br)cc1, CC(C)(C)OC(=O)N1CCCC1C(=O)O, CCOCC, O=C(Cl)C(=O)Cl, ClCCl, c1ccncc1.